From a dataset of the Open Reaction Database (ORD), a public repository of structured organic reaction records. describe an organic reaction: reactants, conditions, products, and yield Reactants: C(C)(=O)NC1=C(C=C(C=C1)C=CC=1N=CN(C1C)C(C1=CC=CC=C1)(C1=CC=CC=C1)C1=CC=CC=C1)[N+](=O)[O-] (4-[2-(4-acetamido-3-nitrophenyl)vinyl]-5-methyl-1-tritylimidazole), [OH-].[Na+] (sodium hydroxide). Run in C(C)O (ethanol). The product is NC1=C(C=C(C=C1)C=CC=1N=CN(C1C)C(C1=CC=CC=C1)(C1=CC=CC=C1)C1=CC=CC=C1)[N+](=O)[O-] (4-[2-(4-amino-3-nitrophenyl)vinyl]-5-methyl-1-tritylimidazole). The yield is 48.6%. RXN SMILES: C([NH:4][C:5]1[CH:10]=[CH:9][C:8]([CH:11]=[CH:12][C:13]2[N:14]=[CH:15][N:16]([C:19]([C:32]3[CH:37]=[CH:36][CH:35]=[CH:34][CH:33]=3)([C:26]3[CH:31]=[CH:30][CH:29]=[CH:28][CH:27]=3)[C:20]3[CH:25]=[CH:24][CH:23]=[CH:22][CH:21]=3)[C:17]=2[CH3:18])=[CH:7][C:6]=1[N+:38]([O-:40])=[O:39])(=O)C.[OH-].[Na+]>C(O)C>[NH2:4][C:5]1[CH:10]=[CH:9][C:8]([CH:11]=[CH:12][C:13]2[N:14]=[CH:15][N:16]([C:19]([C:20]3[CH:25]=[CH:24][CH:23]=[CH:22][CH:21]=3)([C:26]3[CH:27]=[CH:28][CH:29]=[CH:30][CH:31]=3)[C:32]3[CH:37]=[CH:36][CH:35]=[CH:34][CH:33]=3)[C:17]=2[CH3:18])=[CH:7][C:6]=1[N+:38]([O-:40])=[O:39] |f:1.2|. Reported procedure: A mixture of 4-[2-(4-acetamido-3-nitrophenyl)vinyl]-5-methyl-1-tritylimidazole (6.3 g) in ethanol (60 ml) and 1N-sodium hydroxide (23.8 ml) was refluxed for 1 hour and the mixture was cooled. The isolated precipitate was collected by filtration and the precipitate was washed with aqueous ethanol to give 4-[2-(4-amino-3-nitrophenyl)vinyl]-5-methyl-1-tritylimidazole (2.82 g). Starting materials: N#CCC(=O)O, Cl, NC1CCC(CCN2CCC(c3cccc4c3OCO4)CC2)CC1. Product: N#CCC(=O)NC1CCC(CCN2CCC(c3cccc4c3OCO4)CC2)CC1. Reaction SMILES: [C:26](#[N:27])[CH2:28][C:29](=[O:30])[OH:31].[ClH:1].[O:2]1[CH2:3][O:4][c:5]2[c:6]1[cH:7][cH:8][cH:9][c:10]2[CH:11]1[CH2:12][CH2:13][N:14]([CH2:17][CH2:18][CH:19]2[CH2:20][CH2:21][CH:22]([NH2:25])[CH2:23][CH2:24]2)[CH2:15][CH2:16]1>>[O:2]1[CH2:3][O:4][c:5]2[c:6]1[cH:7][cH:8][cH:9][c:10]2[CH:11]1[CH2:12][CH2:13][N:14]([CH2:17][CH2:18][CH:19]2[CH2:20][CH2:21][CH:22]([NH:25][C:29]([CH2:28][C:26]#[N:27])=[O:30])[CH2:23][CH2:24]2)[CH2:15][CH2:16]1. The reactants are C(C)(C)(C)[Si](Cl)(C)C (tert-butyldimethylchlorosilane), C(C)(C)(C)[Si](Cl)(C)C (tert-butyldimethylchlorosilane), C(=O)(O)[O-].[Na+] (NaHCO3), BrC1=CC=C(C=C1)C1=NSC2=C1C=CC(=C2)OCCCCN(CCO)CC (2-({4-[3-(4-Bromo-phenyl)-benzo[d]isothiazol-6-yloxy]-butyl}-ethyl-amino)-ethanol), N1C=NC=C1 (imidazole). Solvent: CN(C)C=O (DMF), CN(C)C=O (DMF). Reaction conditions: temperature 50 celsius, time 6 hour. The product is BrC1=CC=C(C=C1)C1=NSC2=C1C=CC(=C2)OCCCCN(CC)CCO[Si](C)(C)C(C)(C)C ({4-[3-(4-Bromo-phenyl)-benzo[d]isothiazol-6-yloxy]-butyl}-[2-(tert-butyl-dimethyl-silanyloxy)-ethyl]-ethyl-amine). Isolated yield 73.9%. Reaction SMILES: [Br:1][C:2]1[CH:7]=[CH:6][C:5]([C:8]2[C:12]3[CH:13]=[CH:14][C:15]([O:17][CH2:18][CH2:19][CH2:20][CH2:21][N:22]([CH2:26][CH3:27])[CH2:23][CH2:24][OH:25])=[CH:16][C:11]=3[S:10][N:9]=2)=[CH:4][CH:3]=1.N1C=CN=C1.[C:33]([Si:37]([CH3:40])([CH3:39])Cl)([CH3:36])([CH3:35])[CH3:34].C([O-])(O)=O.[Na+]>CN(C=O)C>[Br:1][C:2]1[CH:3]=[CH:4][C:5]([C:8]2[C:12]3[CH:13]=[CH:14][C:15]([O:17][CH2:18][CH2:19][CH2:20][CH2:21][N:22]([CH2:23][CH2:24][O:25][Si:37]([C:33]([CH3:36])([CH3:35])[CH3:34])([CH3:40])[CH3:39])[CH2:26][CH3:27])=[CH:16][C:11]=3[S:10][N:9]=2)=[CH:6][CH:7]=1 |f:3.4|. Procedure: To 7.0 g (15.6 mmol) 2-({4-[3-(4-Bromo-phenyl)-benzo[d]isothiazol-6-yloxy]-butyl}-ethyl-amino)-ethanol in 20 ml DMF were added 1.9 g (28.0 mmol, 1.8 eq) imidazole, followed by 3.3 g (21.8 mmol, 1.4 eq) tert-butyldimethylchlorosilane in 20 ml DMF at 0° C. The solution was stirred at 50° C. for 6 h, and at RT for 48 h. Additional 235 mg (1.5 mmol, 0.1 eq) tert-butyldimethylchlorosilane were added and the solution was stirred at 50° C. for 2 h. The solution was poured on an aqueous solution of NaHC...